Dataset: the Open Reaction Database (ORD), a public repository of structured organic reaction records. Task: describe an organic reaction: reactants, conditions, products, and yield The reactants are C=1(C(=CC=CC1)C)C (xylene), Cl.NC1=C(C(=CC(=C1F)F)F)S (2-amino-3,4,6-trifluorothiophenol hydrochloride), C(C)OC(CCCCCC#N)=O (6-cyanohexanoic acid ethyl ester). Run in C(C)O (ethanol). The product is C(C)OC(CCCCCC=1SC2=C(N1)C(=C(C=C2F)F)F)=O (6-(4,5,7-trifluorobenzothiazol-2-yl)hexanoic acid ethyl ester). The yield is 39.7%. RXN SMILES: C1(C)C(C)=CC=CC=1.Cl.[NH2:10][C:11]1[C:16]([F:17])=[C:15]([F:18])[CH:14]=[C:13]([F:19])[C:12]=1[SH:20].[CH2:21]([O:23][C:24](=[O:32])[CH2:25][CH2:26][CH2:27][CH2:28][CH2:29][C:30]#N)[CH3:22]>C(O)C>[CH2:21]([O:23][C:24](=[O:32])[CH2:25][CH2:26][CH2:27][CH2:28][CH2:29][C:30]1[S:20][C:12]2[C:13]([F:19])=[CH:14][C:15]([F:18])=[C:16]([F:17])[C:11]=2[N:10]=1)[CH3:22] |f:1.2|. Procedure: To xylene (6 ml) was added 2-amino-3,4,6-trifluorothiophenol hydrochloride (647 mg, 3 mmol), 6-cyanohexanoic acid ethyl ester (507 mg, 3 mmol) and ethanol (0.5 ml) and the mixture was heated to reflux for 60 hours under a nitrogen stream. The resultant reaction mixture was washed with water, dried and then evaporated to yield a residue, which was purified on a silica gel column to give 6-(4,5,7-trifluorobenzothiazol-2-yl)hexanoic acid ethyl ester (395 mg, 40%) as an oil. Starting materials: CC(=O)[O-], CCOC(C)=O, CS(C)=O, CCCN(CC1CC1)c1ccc(C(F)(F)F)cc1CN(Cc1cc(C(F)(F)F)cc(C(F)(F)F)c1)c1ncc(Br)cn1, [K+], O. Product: CCCN(CC1CC1)c1ccc(C(F)(F)F)cc1CN(Cc1cc(C(F)(F)F)cc(C(F)(F)F)c1)c1ncc(O)cn1. As a reaction SMILES: [CH3:44][C:45]([O-:46])=[O:47].[CH3:49][CH2:50][O:51][C:52](=[O:53])[CH3:54].[CH3:55][S:56]([CH3:57])=[O:58].[F:1][C:2]([c:3]1[cH:4][c:5]([CH2:6][N:7]([CH2:8][c:9]2[c:10]([N:19]([CH2:20][CH2:21][CH3:22])[CH2:23][CH:24]3[CH2:25][CH2:26]3)[cH:11][cH:12][c:13]([C:15]([F:16])([F:17])[F:18])[cH:14]2)[c:27]2[n:28][cH:29][c:30]([Br:33])[cH:31][n:32]2)[cH:34][c:35]([C:37]([F:38])([F:39])[F:40])[cH:36]1)([F:41])[F:42].[K+:43].[OH2:48]>>[F:1][C:2]([c:3]1[cH:4][c:5]([CH2:6][N:7]([CH2:8][c:9]2[c:10]([N:19]([CH2:20][CH2:21][CH3:22])[CH2:23][CH:24]3[CH2:25][CH2:26]3)[cH:11][cH:12][c:13]([C:15]([F:16])([F:17])[F:18])[cH:14]2)[c:27]2[n:28][cH:29][c:30]([OH:46])[cH:31][n:32]2)[cH:34][c:35]([C:37]([F:38])([F:39])[F:40])[cH:36]1)([F:41])[F:42]. Reactants: CCOC(=O)CSc1cnc(N)s1, O=C(O)c1cc(Oc2ccc(F)cc2)cc(OC(CF)CF)c1. Yields the product CCOC(=O)CSc1cnc(NC(=O)c2cc(Oc3ccc(F)cc3)cc(OC(CF)CF)c2)s1. RXN SMILES: [CH2:24]([CH3:25])[O:26][C:27]([CH2:28][S:29][c:30]1[cH:31][n:32][c:33]([NH2:35])[s:34]1)=[O:36].[F:1][CH2:2][CH:3]([O:4][c:5]1[cH:6][c:7]([C:8](=[O:9])[OH:10])[cH:11][c:12]([O:14][c:15]2[cH:16][cH:17][c:18]([F:21])[cH:19][cH:20]2)[cH:13]1)[CH2:22][F:23]>>[F:1][CH2:2][CH:3]([O:4][c:5]1[cH:6][c:7]([C:8](=[O:10])[NH:35][c:33]2[n:32][cH:31][c:30]([S:29][CH2:28][C:27]([O:26][CH2:24][CH3:25])=[O:36])[s:34]2)[cH:11][c:12]([O:14][c:15]2[cH:16][cH:17][c:18]([F:21])[cH:19][cH:20]2)[cH:13]1)[CH2:22][F:23]. Reactants: CCC(CC)COC(=O)c1ccc(CN2CC(=O)N(Cc3ccc(OC)cc3OC)S2(=O)=O)cc1, ClCCl, O=C(O)C(F)(F)F. Yields the product CCC(CC)COC(=O)c1ccc(CN2CC(=O)NS2(=O)=O)cc1. RXN SMILES: [CH2:1]([CH3:2])[CH:3]([CH2:4][O:5][C:6]([c:7]1[cH:8][cH:9][c:10]([CH2:13][N:14]2[S:15](=[O:31])(=[O:32])[N:16]([CH2:20][c:21]3[cH:22][cH:23][c:24]([O:25][CH3:26])[cH:27][c:28]3[O:29][CH3:30])[C:17](=[O:19])[CH2:18]2)[cH:11][cH:12]1)=[O:33])[CH2:34][CH3:35].[Cl:43][CH2:44][Cl:45].[F:36][C:37]([F:38])([F:39])[C:40]([OH:41])=[O:42]>>[CH2:1]([CH3:2])[CH:3]([CH2:4][O:5][C:6]([c:7]1[cH:8][cH:9][c:10]([CH2:13][N:14]2[S:15](=[O:31])(=[O:32])[NH:16][C:17](=[O:19])[CH2:18]2)[cH:11][cH:12]1)=[O:33])[CH2:34][CH3:35]. Reactants: resultant mixture, [H][H] (hydrogen), C(C1=CC=CC=C1)OC1=CC=CC=2N(C(=NC21)C)CC(=O)OCC (ethyl [4-(benzyloxy)-2-methyl-1H-benzimidazol-1-yl]acetate). The reagents and catalysts are [Pd] (palladium on carbon). Solvent: CCO (EtOH), C1CCOC1 (THF). Product: OC1=CC=CC=2N(C(=NC21)C)CC(=O)OCC (ethyl (4-hydroxy-2-methyl-1H-benzimidazol-1-yl)acetate). The yield is 93.2%. Reaction SMILES: C([O:8][C:9]1[C:17]2[N:16]=[C:15]([CH3:18])[N:14]([CH2:19][C:20]([O:22][CH2:23][CH3:24])=[O:21])[C:13]=2[CH:12]=[CH:11][CH:10]=1)C1C=CC=CC=1.[H][H]>CCO.C1COCC1.[Pd]>[OH:8][C:9]1[C:17]2[N:16]=[C:15]([CH3:18])[N:14]([CH2:19][C:20]([O:22][CH2:23][CH3:24])=[O:21])[C:13]=2[CH:12]=[CH:11][CH:10]=1. Reported procedure: To a solution of ethyl [4-(benzyloxy)-2-methyl-1H-benzimidazol-1-yl]acetate (2.57 g) in a mixture of EtOH (25.7 mL) and THF (12.9 mL) was added 10% palladium on carbon (50% wet, 0.78 g) at ambient temperature, and the resultant mixture was hydrogenated under atmospheric pressure of hydrogen for 2 hours. The catalyst was removed by filtration and evaporated in vacuo to give crude solid. The crude solid was recrystallized from solvent (EtOAc:n-hexane) to give ethyl (4-hydroxy-2-methyl-1H-benzimida... Reactants: CCCC(Br)c1ccc(C(=O)OC)cc1, CC(C)(C)[O-], CC(C)(C)OC(=O)Cc1ccc(Cl)cc1, [K+], CN(C)C=O, O. The product is CCCC(c1ccc(C(=O)OC)cc1)C(C(=O)OC(C)(C)C)c1ccc(Cl)cc1. RXN SMILES: [Br:22][CH:23]([CH2:24][CH2:25][CH3:26])[c:27]1[cH:28][cH:29][c:30]([C:31](=[O:32])[O:33][CH3:34])[cH:35][cH:36]1.[CH3:16][C:17]([CH3:18])([O-:19])[CH3:20].[Cl:1][c:2]1[cH:3][cH:4][c:5]([CH2:8][C:9](=[O:10])[O:11][C:12]([CH3:13])([CH3:14])[CH3:15])[cH:6][cH:7]1.[K+:21].[O:38]=[CH:39][N:40]([CH3:41])[CH3:42].[OH2:37]>>[Cl:1][c:2]1[cH:3][cH:4][c:5]([CH:8]([C:9](=[O:10])[O:11][C:12]([CH3:13])([CH3:14])[CH3:15])[CH:23]([CH2:24][CH2:25][CH3:26])[c:27]2[cH:28][cH:29][c:30]([C:31](=[O:32])[O:33][CH3:34])[cH:35][cH:36]2)[cH:6][cH:7]1.